Dataset: the Open Reaction Database (ORD), a public repository of structured organic reaction records. Task: describe an organic reaction: reactants, conditions, products, and yield Starting materials: ClC1=NC=CC(=N1)C1=C(N=C(S1)C(C)C)C=1C=C(C=CC1)NS(=O)(=O)C1=C(C=CC=C1F)F (N-{3-[5-(2-Chloro-4-pyrimidinyl)-2-(1-methylethyl)-1,3-thiazol-4-yl]phenyl}-2,6-difluorobenzenesulfonamide), ClC1=NC=CC(=N1)C1=C(N=C(S1)C(C)C)C=1C=C(N)C=CC1 (3-[5-(2-chloro-4-pyrimidinyl)-2-(1-methylethyl)-1,3-thiazol-4-yl]aniline), O1C(=CC=C1)S(=O)(=O)Cl (furan-2-sulfonyl chloride). Yields the product ClC1=NC=CC(=N1)C1=C(N=C(S1)C(C)C)C=1C=C(C=CC1)NS(=O)(=O)C=1OC=CC1 (N-{3-[5-(2-Chloro-4-pyrimidinyl)-2-(1-methylethyl)-1,3-thiazol-4-yl]phenyl}-2-furansulfonamide). The yield is 48.9%. Reaction SMILES: [Cl:1][C:2]1[N:7]=[C:6]([C:8]2[S:12][C:11]([CH:13]([CH3:15])[CH3:14])=[N:10][C:9]=2[C:16]2[CH:17]=[C:18]([NH:22][S:23]([C:26]3C(F)=C[CH:29]=[CH:28][C:27]=3F)(=[O:25])=[O:24])[CH:19]=[CH:20][CH:21]=2)[CH:5]=[CH:4][N:3]=1.ClC1N=C(C2SC(C(C)C)=NC=2C2C=C(C=CC=2)N)C=CN=1.[O:56]1C=CC=C1S(Cl)(=O)=O>>[Cl:1][C:2]1[N:7]=[C:6]([C:8]2[S:12][C:11]([CH:13]([CH3:15])[CH3:14])=[N:10][C:9]=2[C:16]2[CH:17]=[C:18]([NH:22][S:23]([C:26]3[O:56][CH:29]=[CH:28][CH:27]=3)(=[O:25])=[O:24])[CH:19]=[CH:20][CH:21]=2)[CH:5]=[CH:4][N:3]=1. Reported procedure: Following a procedure analogous to the procedure described in Intermediate 14 using 3-[5-(2-chloro-4-pyrimidinyl)-2-(1-methylethyl)-1,3-thiazol-4-yl]aniline (3 g, 9.1 mmol) and furan-2-sulfonyl chloride (1.81 g, 10.9 mmol) the title compound was obtained (2.0 g, 48.9% yield). 1H NMR (400 MHz, DMSO-d6) δ ppm 10.74-10.87 (br, 1H), 8.53 (d, J=5.3 Hz, 1H), 7.91-7.93 (m, 1H), 7.33-7.38 (m, 1H), 7.21-7.28 (m, 3H), 7.10-7.13 (m, 1H), 6.98 (d, J=5.3 Hz, 1H), 6.57-6.60 (m, 1H), 3.23-3.35 (m, 1H), 1.36 (d... The reactants are S (Hydrogen sulfide), C(CCCCCCC)(=O)Cl (octanoyl chloride), [SH-].[Na+] (sodium hydrosulfide), concentrated aqueous solution, C(CCCCCCC)(=O)Cl (octanoyl chloride), C(CCCCCCC)(=O)Cl (octanoyl chloride), [SH-].[Na+] (sodium hydrosulfide), [S-2].[Na+].[Na+] (sodium sulfide), C(CCCCCCC)(=S)[O-].[Na+] (Sodium Thiooctanoate), C(CCCCCCC)(=O)Cl (octanoyl chloride). The reagents and catalysts are [Cl-].C[N+](CCCCCCCC)(CCCCCCCC)CCCCCCCC (methyltrioctylammonium chloride). Solvent: O (water). Run at time 3 minute. Yields the product [S-2].[Na+].[Na+] (sodium sulfide), C(CCCCCCC)(=S)[O-].[Na+] (sodium thiooctanoate), [Cl-].[Na+] (sodium chloride). RXN SMILES: [C:1]([O-:10])(=[S:9])[CH2:2][CH2:3][CH2:4][CH2:5][CH2:6][CH2:7][CH3:8].[Na+:11].[S-2].[Na+].[Na+].[SH-].[Na+].C([Cl:26])(=O)CCCCCCC.S>O.[Cl-].C[N+](CCCCCCCC)(CCCCCCCC)CCCCCCCC>[S-2:9].[Na+:11].[Na+:11].[C:1]([O-:10])(=[S:9])[CH2:2][CH2:3][CH2:4][CH2:5][CH2:6][CH2:7][CH3:8].[Na+:11].[Cl-:26].[Na+:11] |f:0.1,2.3.4,5.6,10.11,12.13.14,15.16,17.18|. Reported procedure: Preparation of Aqueous Sodium Thiooctanoate. A 16 weight percent aqueous solution of sodium sulfide was prepared by dissolving sodium sulfide (101 grams, 1.29 moles) in the form of hydrated flakes (168 grams, 60%) into 463 grams of water in a 5-liter round-bottomed flask. This solution was then converted to an aqueous solution of sodium hydrosulfide (NaSH) by saturating it with an excess of hydrogen sulfide by adding hydrogen sulfide with stirring until no more was absorbed. A dropping funnel wa...